From a dataset of the Open Reaction Database (ORD), a public repository of structured organic reaction records. describe an organic reaction: reactants, conditions, products, and yield Starting materials: CCOC(=O)C=P(c1ccccc1)(c1ccccc1)c1ccccc1, Cc1ccccc1, O=Cc1ccc([N+](=O)[O-])cn1. Yields the product CCOC(=O)C=Cc1ccc([N+](=O)[O-])cn1. Reaction SMILES: [C:12](=[O:13])([O:14][CH2:15][CH3:16])[CH:17]=[P:18]([c:19]1[cH:20][cH:21][cH:22][cH:23][cH:24]1)([c:25]1[cH:26][cH:27][cH:28][cH:29][cH:30]1)[c:31]1[cH:32][cH:33][cH:34][cH:35][cH:36]1.[CH3:37][c:38]1[cH:39][cH:40][cH:41][cH:42][cH:43]1.[N+:1](=[O:2])([O-:3])[c:4]1[cH:5][cH:6][c:7]([CH:10]=[O:11])[n:8][cH:9]1>>[N+:1](=[O:2])([O-:3])[c:4]1[cH:5][cH:6][c:7]([CH:10]=[CH:17][C:12](=[O:13])[O:14][CH2:15][CH3:16])[n:8][cH:9]1. Starting materials: C1CCOC1, CN1C(=O)CCC2(C)c3ccc(Br)cc3CCC12, ClC(Cl)Cl, OB(O)c1ccc(F)cc1C(F)(F)F, [Na+], [Na+], O=C([O-])[O-], [Pd], c1ccc(P(c2ccccc2)c2ccccc2)cc1, c1ccc(P(c2ccccc2)c2ccccc2)cc1, c1ccc(P(c2ccccc2)c2ccccc2)cc1, c1ccc(P(c2ccccc2)c2ccccc2)cc1. Yields the product CN1C(=O)CCC2(C)c3ccc(-c4ccc(F)cc4C(F)(F)F)cc3CCC12. RXN SMILES: [CH2:39]1[O:40][CH2:41][CH2:42][CH2:43]1.[CH3:1][N:2]1[C:3](=[O:18])[CH2:4][CH2:5][C:6]2([CH3:17])[c:7]3[c:8]([cH:12][c:13]([Br:16])[cH:14][cH:15]3)[CH2:9][CH2:10][CH:11]12.[CH:44]([Cl:45])([Cl:46])[Cl:47].[F:19][C:20]([c:21]1[c:22]([B:28]([OH:29])[OH:30])[cH:23][cH:24][c:25]([F:27])[cH:26]1)([F:31])[F:32].[Na+:33].[Na+:34].[O-:35][C:36](=[O:37])[O-:38].[Pd:48].[c:106]1([P:107]([c:108]2[cH:109][cH:110][cH:111][cH:112][cH:113]2)[c:114]2[cH:115][cH:116][cH:117][cH:118][cH:119]2)[cH:120][cH:121][cH:122][cH:123][cH:124]1.[c:49]1([P:50]([c:51]2[cH:52][cH:53][cH:54][cH:55][cH:56]2)[c:57]2[cH:58][cH:59][cH:60][cH:61][cH:62]2)[cH:63][cH:64][cH:65][cH:66][cH:67]1.[c:68]1([P:69]([c:70]2[cH:71][cH:72][cH:73][cH:74][cH:75]2)[c:76]2[cH:77][cH:78][cH:79][cH:80][cH:81]2)[cH:82][cH:83][cH:84][cH:85][cH:86]1.[c:87]1([P:88]([c:89]2[cH:90][cH:91][cH:92][cH:93][cH:94]2)[c:95]2[cH:96][cH:97][cH:98][cH:99][cH:100]2)[cH:101][cH:102][cH:103][cH:104][cH:105]1>>[CH3:1][N:2]1[C:3](=[O:18])[CH2:4][CH2:5][C:6]2([CH3:17])[c:7]3[c:8]([cH:12][c:13](-[c:22]4[c:21]([C:20]([F:19])([F:31])[F:32])[cH:26][c:25]([F:27])[cH:24][cH:23]4)[cH:14][cH:15]3)[CH2:9][CH2:10][CH:11]12. Starting materials: N (ammonia), Cl.COC=1C=C2C=CC=C(C2=CC1)N1CCN(CC1)CCNC(C1=CC=C(C=C1)F)=O (1-(6-Methoxy-1-naphthyl)-4-[2-(4-fluorobenzoylamino)ethyl]piperazine hydrochloride), molar solution, B(Br)(Br)Br (boron tribromide). Run in ClCCl (dichloromethane), ClCCl (dichloromethane). Run at time 1 hour. Product: Cl.OC=1C=C2C=CC=C(C2=CC1)N1CCN(CC1)CCNC(C1=CC=C(C=C1)F)=O (1-(6-Hydroxy-1-naphthyl)-4-[2-(4-fluorobenzoylamino)ethyl]piperazine hydrochloride). As a reaction SMILES: [ClH:1].C[O:3][C:4]1[CH:5]=[C:6]2[C:11](=[CH:12][CH:13]=1)[C:10]([N:14]1[CH2:19][CH2:18][N:17]([CH2:20][CH2:21][NH:22][C:23](=[O:31])[C:24]3[CH:29]=[CH:28][C:27]([F:30])=[CH:26][CH:25]=3)[CH2:16][CH2:15]1)=[CH:9][CH:8]=[CH:7]2.B(Br)(Br)Br.N>ClCCl>[ClH:1].[OH:3][C:4]1[CH:5]=[C:6]2[C:11](=[CH:12][CH:13]=1)[C:10]([N:14]1[CH2:19][CH2:18][N:17]([CH2:20][CH2:21][NH:22][C:23](=[O:31])[C:24]3[CH:25]=[CH:26][C:27]([F:30])=[CH:28][CH:29]=3)[CH2:16][CH2:15]1)=[CH:9][CH:8]=[CH:7]2 |f:0.1,5.6|. Reported procedure: A solution of 0.85 g of the compound of Example 1, in base form, in 40 ml of dichloromethane is cooled to -20° C. under a nitrogen atmosphere. 10 ml of a molar solution of boron tribromide in dichloromethane are then added dropwise while the temperature is maintained at -20°-20° C. When the addition is complete, the medium is slowly heated to room temperature and stirred at this temperature for one hour before being hydrolyzed with 2 ml of ammonia solution. The organic phase, separated after set... Starting materials: C(C1=CC=CC=C1)[C@@H]([C@@H](CN1C[C@H]2CCCC[C@H]2C[C@H]1C(NOC(C)(C)C)=O)O)NC(OC)=O (methyl (1S,2R)-[1-benzyl-3-[(3S,4aS,8aS)-3-tert-butoxycarbamoyl-octahydro-isoquinolin-2-yl]-2-hydroxy-propyl]-carbamate), [OH-].[Na+] (sodium hydroxide). The solvent is C(C)O (ethanol), O (water), O (water). The product is N[C@H]([C@@H](CN1C[C@H]2CCCC[C@H]2C[C@H]1C(=O)NC(C)(C)C)O)CC1=CC=CC=C1 (2-[3 (S)-amino-2(R)-hydroxy-4-phenyl-butyl]-N-tert.butyldecahydro-(4aS,8aS)-isoquinoline-3(S)-carboxamide). Isolated yield 202.4%. Reaction SMILES: [CH2:1]([C@H:8]([NH:30]C(=O)OC)[C@H:9]([OH:29])[CH2:10][N:11]1[C@H:20]([C:21](=[O:28])[NH:22]OC(C)(C)C)[CH2:19][C@H:18]2[C@H:13]([CH2:14][CH2:15][CH2:16][CH2:17]2)[CH2:12]1)[C:2]1[CH:7]=[CH:6][CH:5]=[CH:4][CH:3]=1.[OH-].[Na+]>C(O)C.O>[NH2:30][C@@H:8]([CH2:1][C:2]1[CH:3]=[CH:4][CH:5]=[CH:6][CH:7]=1)[C@H:9]([OH:29])[CH2:10][N:11]1[C@H:20]([C:21]([NH:22][C:2]([CH3:7])([CH3:3])[CH3:1])=[O:28])[CH2:19][C@H:18]2[C@H:13]([CH2:14][CH2:15][CH2:16][CH2:17]2)[CH2:12]1 |f:1.2|. Procedure details: A suspension of 41.37 g of methyl (1S,2R)-[1-benzyl-3-[(3S,4aS,8aS)-3-tert-butoxycarbamoyl-octahydro-isoquinolin-2-yl]-2-hydroxy-propyl]-carbamate and 23.0 g of sodium hydroxide in 90 ml of ethanol and 90 ml of water was heated at reflux for 3.5 hours, diluted with 45 ml of water and cooled to 22°, and the separated solid was filtered off, washed with a 1:4 mixture of ethanol/water and dried, there being obtained 35.35 g (98%) of pure 2-[3 (S)-amino-2(R)-hydroxy-4-phenyl-butyl]-N-tert.butyldecah... The reactants are CC(O)CBr, Cc1ccccc1, Cc1cccc(C)c1N, [Na+], [OH-]. The product is Cc1cccc(C)c1NCC(C)O. As a reaction SMILES: [Br:10][CH2:11][CH:12]([CH3:13])[OH:14].[CH3:17][c:18]1[cH:19][cH:20][cH:21][cH:22][cH:23]1.[NH2:1][c:2]1[c:3]([CH3:9])[cH:4][cH:5][cH:6][c:7]1[CH3:8].[Na+:16].[OH-:15]>>[NH:1]([c:2]1[c:3]([CH3:9])[cH:4][cH:5][cH:6][c:7]1[CH3:8])[CH2:11][CH:12]([CH3:13])[OH:14]. Starting materials: Cl, O, CCCCN1C(=O)c2cccnc2C1(O)c1cccc([N+](=O)[O-])c1. The product is O=C1OC(O)(c2cccc([N+](=O)[O-])c2)c2ncccc21. Reaction SMILES: [ClH:25].[OH2:26].[OH:1][C:2]1([c:16]2[cH:17][c:18]([N+:22](=[O:23])[O-:24])[cH:19][cH:20][cH:21]2)[N:3]([CH2:12][CH2:13][CH2:14][CH3:15])[C:4](=[O:11])[c:5]2[c:6]1[n:7][cH:8][cH:9][cH:10]2>>[O:1]1[C:2]([c:16]2[cH:17][c:18]([N+:22](=[O:23])[O-:24])[cH:19][cH:20][cH:21]2)([OH:26])[c:6]2[c:5]([cH:10][cH:9][cH:8][n:7]2)[C:4]1=[O:11].